From a dataset of the Open Reaction Database (ORD), a public repository of structured organic reaction records. describe an organic reaction: reactants, conditions, products, and yield Reactants: CCO, Cl, O=C(O)C1Cc2ccccc2N1, C1CCOC1. Product: OCC1Cc2ccccc2N1. As a reaction SMILES: [CH3:13][CH2:14][OH:15].[ClH:16].[NH:1]1[CH:2]([C:10](=[O:11])[OH:12])[CH2:3][c:4]2[cH:5][cH:6][cH:7][cH:8][c:9]21.[O:17]1[CH2:18][CH2:19][CH2:20][CH2:21]1>>[NH:1]1[CH:2]([CH2:10][OH:11])[CH2:3][c:4]2[cH:5][cH:6][cH:7][cH:8][c:9]21. Starting materials: C(CC)(=O)OCC (ethyl propionate), ClC1=C(C=O)C(=CC(=C1)C(F)(F)F)Cl (2,6-dichloro-4-trifluoromethylbenzaldehyde), C(C)(C)NC(C)C (diisopropylamine), C(CCC)[Li] (n-butyllithium), ice water. Run in O1CCCC1 (tetrahydrofuran), O1CCCC1 (tetrahydrofuran), O1CCCC1 (tetrahydrofuran). Run at temperature 0 celsius, time 30 minute. Product: ClC1=C(C(=CC(=C1)C(F)(F)F)Cl)C(C(C(=O)OCC)C)O (ethyl 3-(2,6-dichloro-4-trifluoromethylphenyl)-3-hydroxy-2-methylpropionate), oil. Isolated yield 91.1%. Reaction SMILES: C(NC(C)C)(C)C.C([Li])CCC.[C:13]([O:17][CH2:18][CH3:19])(=[O:16])[CH2:14][CH3:15].[Cl:20][C:21]1[CH:28]=[C:27]([C:29]([F:32])([F:31])[F:30])[CH:26]=[C:25]([Cl:33])[C:22]=1[CH:23]=[O:24]>O1CCCC1>[Cl:20][C:21]1[CH:28]=[C:27]([C:29]([F:30])([F:31])[F:32])[CH:26]=[C:25]([Cl:33])[C:22]=1[CH:23]([OH:24])[CH:14]([CH3:15])[C:13]([O:17][CH2:18][CH3:19])=[O:16]. Procedure details: To 3.8 ml of anhydrous diisopropylamine in 50 ml anhydrous tetrahydrofuran was added 14.7 ml of n-butyllithium (1.61 moles/liter in hexane) at 0° C., the mixture was stirred at 0° C. for 30 minutes, and 2.4 ml of ethyl propionate in 10 ml of anhydrous tetrahydrofuran was thereafter added to the mixture. The resulting mixture was stirred at -78° C. for 1 hour, and 5.0 g of 2,6-dichloro-4-trifluoromethylbenzaldehyde (7) in 10 ml of anhydrous tetrahydrofuran was thereafter added to the mixture, fol... Starting materials: Cl, Nc1nccn2c(C3CCC(CNC(=O)OCc4ccccc4)CC3)nc(-c3cc4ccccc4[nH]3)c12, O. Product: NCC1CCC(c2nc(-c3cc4ccccc4[nH]3)c3c(N)nccn23)CC1. As a reaction SMILES: [ClH:38].[NH2:1][c:2]1[c:3]2[n:4]([cH:5][cH:6][n:7]1)[c:8]([CH:20]1[CH2:21][CH2:22][CH:23]([CH2:26][NH:27][C:28](=[O:29])[O:30][CH2:31][c:32]3[cH:33][cH:34][cH:35][cH:36][cH:37]3)[CH2:24][CH2:25]1)[n:9][c:10]2-[c:11]1[nH:12][c:13]2[cH:14][cH:15][cH:16][cH:17][c:18]2[cH:19]1.[OH2:39]>>[NH2:1][c:2]1[c:3]2[n:4]([cH:5][cH:6][n:7]1)[c:8]([CH:20]1[CH2:21][CH2:22][CH:23]([CH2:26][NH2:27])[CH2:24][CH2:25]1)[n:9][c:10]2-[c:11]1[nH:12][c:13]2[cH:14][cH:15][cH:16][cH:17][c:18]2[cH:19]1. Product: CCCCC1NCCC1=Cc1cccc(Oc2ccccc2)c1. Starting materials: [Br-], [Li]CCCC, C1CCOC1, CC[Mg+], CCCCCC, C1=NCCC1=Cc1cccc(Oc2ccccc2)c1. As a reaction SMILES: [Br-:6].[CH2:1]([CH2:2][CH2:3][CH3:4])[Li:5].[CH2:35]1[O:36][CH2:37][CH2:38][CH2:39]1.[CH2:7]([Mg+:8])[CH3:9].[CH3:29][CH2:30][CH2:31][CH2:32][CH2:33][CH3:34].[O:10]([c:11]1[cH:12][cH:13][cH:14][cH:15][cH:16]1)[c:17]1[cH:18][c:19]([CH:20]=[C:21]2[CH:22]=[N:23][CH2:24][CH2:25]2)[cH:26][cH:27][cH:28]1>>[CH2:1]([CH2:2][CH2:3][CH3:4])[CH:22]1[C:21](=[CH:20][c:19]2[cH:18][c:17]([O:10][c:11]3[cH:12][cH:13][cH:14][cH:15][cH:16]3)[cH:28][cH:27][cH:26]2)[CH2:25][CH2:24][NH:23]1.